Dataset: the Open Reaction Database (ORD), a public repository of structured organic reaction records. Task: describe an organic reaction: reactants, conditions, products, and yield Procedure details: 3.0 g of 2-chloro-5-[3,6-dihydro-2,6-dioxo-3-methyl-4-trifluoromethyl-1(2H)-pyrimidinyl]-4-fluorobenzoic acid are heated at reflux temperature for 3 hours in 20 ml of benzene and 2.9 ml of thionyl chloride together with 2 drops of dimethylformamide. The reaction mixture is subsequently evaporated to dryness and dissolved in 20 ml of dioxan. This solution, which consists mainly of the acid chloride of the above-mentioned benzoic acid and the solvent, is added dropwise to a solution of 0.86 g of 3... Run at time 2.5 hour. The reagents and catalysts are CN(C=O)C (dimethylformamide). Reactants: ClC1=C(C(=O)O)C=C(C(=C1)F)N1C(N(C(=CC1=O)C(F)(F)F)C)=O (2-chloro-5-[3,6-dihydro-2,6-dioxo-3-methyl-4-trifluoromethyl-1(2H)-pyrimidinyl]-4-fluorobenzoic acid), S(=O)(Cl)Cl (thionyl chloride), C1=CC=CC=C1 (benzene). As a reaction SMILES: [Cl:1][C:2]1[CH:10]=[C:9]([F:11])[C:8]([N:12]2[C:17](=[O:18])[CH:16]=[C:15]([C:19]([F:22])([F:21])[F:20])[N:14]([CH3:23])[C:13]2=[O:24])=[CH:7][C:3]=1[C:4]([OH:6])=[O:5].[S:25](Cl)(Cl)=O.[CH:29]1[CH:34]=CC=C[CH:30]=1>CN(C)C=O>[Cl:1][C:2]1[CH:10]=[C:9]([F:11])[C:8]([N:12]2[C:17](=[O:18])[CH:16]=[C:15]([C:19]([F:21])([F:20])[F:22])[N:14]([CH3:23])[C:13]2=[O:24])=[CH:7][C:3]=1[C:4]([O:6][CH:29]1[CH2:34][S:25][CH2:30]1)=[O:5]. Yields the product ClC1=C(C(=O)OC2CSC2)C=C(C(=C1)F)N1C(N(C(=CC1=O)C(F)(F)F)C)=O (thietan-3-yl 2-chloro-5-[3,6-dihydro-2 6-dioxo-3-methyl-4-trifluoromethyl-1(2H)-pyrimidinyl]-4-fluorobenzoate).